From a dataset of the Open Reaction Database (ORD), a public repository of structured organic reaction records. describe an organic reaction: reactants, conditions, products, and yield Reactants: [N-]=[N+]=[N-], [Na+], CN(C)C=O, CS(=O)(=O)OCC1CCOC1, O. Yields the product [N-]=[N+]=NCC1CCOC1. Reaction SMILES: [N-:2]=[N+:3]=[N-:4].[Na+:1].[O:16]=[CH:17][N:18]([CH3:19])[CH3:20].[O:5]1[CH2:6][CH:7]([CH2:10][O:11][S:12]([CH3:13])(=[O:14])=[O:15])[CH2:8][CH2:9]1.[OH2:21]>>[N:2](=[N+:3]=[N-:4])[CH2:10][CH:7]1[CH2:6][O:5][CH2:9][CH2:8]1. Reactants: BrC=1C=C(C=CC1)NC1=NC=NC2=CC=C(C=C12)NC=1C(C(C1OCC)=O)=O (3-[4-(3-Bromo-phenylamino)-quinazolin-6-ylamino]-4-ethoxy-cyclobut-3-ene-1,2-dione), N1CCOCC1 (morpholine). The solvent is C(C)O (ethanol). Yields the product BrC=1C=C(C=CC1)NC1=NC=NC2=CC=C(C=C12)NC=1C(C(C1N1CCOCC1)=O)=O (3-[4-(3-Bromo-phenylamino)-quinazolin-6-ylamino]-4-morpholin-4-yl-cyclobut-3-ene-1,2-dione). Reaction SMILES: [Br:1][C:2]1[CH:3]=[C:4]([NH:8][C:9]2[C:18]3[C:13](=[CH:14][CH:15]=[C:16]([NH:19][C:20]4[C:21](=[O:28])[C:22](=[O:27])[C:23]=4OCC)[CH:17]=3)[N:12]=[CH:11][N:10]=2)[CH:5]=[CH:6][CH:7]=1.[NH:29]1[CH2:34][CH2:33][O:32][CH2:31][CH2:30]1>C(O)C>[Br:1][C:2]1[CH:3]=[C:4]([NH:8][C:9]2[C:18]3[C:13](=[CH:14][CH:15]=[C:16]([NH:19][C:20]4[C:21](=[O:28])[C:22](=[O:27])[C:23]=4[N:29]4[CH2:34][CH2:33][O:32][CH2:31][CH2:30]4)[CH:17]=3)[N:12]=[CH:11][N:10]=2)[CH:5]=[CH:6][CH:7]=1. Reported procedure: A mixture of 0.8 g of 3-[4-(3-Bromo-phenylamino)-quinazolin-6-ylamino]-4-ethoxy-cyclobut-3-ene-1,2-dione, 4 mL of morpholine, and 20 mL of ethanol was refluxed for 2 hr. The mixture was cooled to room temperature and the solid was collected and washed with ethanol and ether giving 0.69 g of 3-[4-(3-Bromo-phenylamino)-quinazolin-6-ylamino]-4-morpholin-4-yl-cyclobut-3-ene-1,2-dione as a yellow powder: mass spectrum (m/e): M+H 480.1, 482.1. Reactants: CN1CCN(c2ccccc2C=O)CC1, Cc1ccccc1, [F-], [K+], C[N+](=O)[O-]. The product is CN1CCN(c2ccccc2C=C[N+](=O)[O-])CC1. As a reaction SMILES: [CH3:1][N:2]1[CH2:3][CH2:4][N:5]([c:8]2[c:9]([CH:10]=[O:11])[cH:12][cH:13][cH:14][cH:15]2)[CH2:6][CH2:7]1.[CH3:22][c:23]1[cH:24][cH:25][cH:26][cH:27][cH:28]1.[F-:16].[K+:17].[N+:18](=[O:19])([O-:20])[CH3:21]>>[CH3:1][N:2]1[CH2:3][CH2:4][N:5]([c:8]2[c:9]([CH:10]=[CH:21][N+:18](=[O:19])[O-:20])[cH:12][cH:13][cH:14][cH:15]2)[CH2:6][CH2:7]1. The reactants are C1CCOC1, Cn1cc(C=O)cn1, CCN. Product: CCNCc1cnn(C)c1. Reaction SMILES: [CH2:12]1[O:13][CH2:14][CH2:15][CH2:16]1.[CH3:1][n:2]1[n:3][cH:4][c:5]([CH:7]=[O:8])[cH:6]1.[CH3:9][CH2:10][NH2:11]>>[CH3:1][n:2]1[n:3][cH:4][c:5]([CH2:7][NH:11][CH2:10][CH3:9])[cH:6]1. Reactants: CC(C)(C)c1ccc(C(=O)NC(=S)Nc2ccc(NC(=O)CCCCBr)cc2)cc1, C1COCCN1, CC#N, [I-], [K+]. Yields the product CC(C)(C)c1ccc(C(=O)NC(=S)Nc2ccc(NC(=O)CCCCN3CCOCC3)cc2)cc1. Reaction SMILES: [C:1]([CH3:2])([CH3:3])([CH3:4])[c:5]1[cH:6][cH:7][c:8]([C:9](=[O:10])[NH:11][C:12]([NH:13][c:14]2[cH:15][cH:16][c:17]([NH:20][C:21]([CH2:22][CH2:23][CH2:24][CH2:25][Br:26])=[O:27])[cH:18][cH:19]2)=[S:28])[cH:29][cH:30]1.[CH2:31]1[CH2:32][O:33][CH2:34][CH2:35][NH:36]1.[CH3:39][C:40]#[N:41].[I-:38].[K+:37]>>[C:1]([CH3:2])([CH3:3])([CH3:4])[c:5]1[cH:6][cH:7][c:8]([C:9](=[O:10])[NH:11][C:12]([NH:13][c:14]2[cH:15][cH:16][c:17]([NH:20][C:21]([CH2:22][CH2:23][CH2:24][CH2:25][N:36]3[CH2:31][CH2:32][O:33][CH2:34][CH2:35]3)=[O:27])[cH:18][cH:19]2)=[S:28])[cH:29][cH:30]1. The reactants are C[Al](C)C (trimethylaluminum), FC(C(=O)O)(F)F.C1(=CC=CC=C1)C1N=C(NC1C1=CC=CC=C1)C(O)C1=CC=CC=C1 ((4,5-Diphenyl-4,5-dihydro-1H-imidazol-2-yl)-phenyl-methanol trifluoroacetate), COC(C(C1=CC=CC=C1)O[Si](C)(C)C(C)(C)C)=O ((tert-butyl-dimethyl-silanyloxy)-phenyl-acetic acid methyl ester), meso-1,2-diphenylethylene-diamine. The product is FC(C(=O)O)(F)F.C1(=CC=CC=C1)[C@@H]1N=C(N[C@@H]1C1=CC=CC=C1)C(O)C1=CC=CC=C1 ((cis-4,5-Diphenyl-4,5-dihydro-1H-imidazol-2-yl)-phenyl-methanol trifluoroacetate). As a reaction SMILES: C[Al](C)C.COC(=O)C(O[Si](C(C)(C)C)(C)C)C1C=CC=CC=1.[F:24][C:25]([F:30])([F:29])[C:26]([OH:28])=[O:27].[C:31]1([CH:37]2[CH:41]([C:42]3[CH:47]=[CH:46][CH:45]=[CH:44][CH:43]=3)[NH:40][C:39]([CH:48]([C:50]3[CH:55]=[CH:54][CH:53]=[CH:52][CH:51]=3)[OH:49])=[N:38]2)[CH:36]=[CH:35][CH:34]=[CH:33][CH:32]=1>>[F:24][C:25]([F:30])([F:29])[C:26]([OH:28])=[O:27].[C:31]1([C@H:37]2[C@@H:41]([C:42]3[CH:47]=[CH:46][CH:45]=[CH:44][CH:43]=3)[NH:40][C:39]([CH:48]([C:50]3[CH:51]=[CH:52][CH:53]=[CH:54][CH:55]=3)[OH:49])=[N:38]2)[CH:36]=[CH:35][CH:34]=[CH:33][CH:32]=1 |f:2.3,4.5|. Reported procedure: Employing the general trimethylaluminum coupling procedure and using (tert-butyl-dimethyl-silanyloxy)-phenyl-acetic acid methyl ester prepared in accordance with the procedures set out in Step 1 above and meso-1,2-diphenylethylene-diamine there is made: (4,5-Diphenyl-4,5-dihydro-1H-imidazol-2-yl)-phenyl-methanol trifluoroacetate. 1H NMR (DMSO) δ 10.95 (bs, 2 H), 7.70-7.67 (m, 2 H), 7.57-7.46 (m, 3 H), 7.2-7.0 (m, 7 H), 6.9-6.8 (m, 4 H), 5.88 (s, 1 H), 5.77 (s, 2 H); LC/MS: 2.39 min, m/z 329 (M++... Reactants: C(C)OC(CNC(=O)C=1C(SC2=C(C=C(C=C2C1O)Cl)C1=CC=CC=C1)=O)=O ([(6-Chloro-4-hydroxy-2-oxo-8-phenyl-2H-thiochromene-3-carbonyl)-amino]-acetic acid ethyl ester), [OH-].[Na+] (Sodium hydroxide). Solvent: C1CCOC1.CO (THF Methanol). Run at time 8 hour. The product is ClC=1C=C2C(=C(C(SC2=C(C1)C1=CC=CC=C1)=O)C(=O)NCC(=O)O)O ([(6-Chloro-4-hydroxy-2-oxo-8-phenyl-2H-thiochromene-3-carbonyl)-amino]-acetic acid). Isolated yield 94.8%. As a reaction SMILES: C([O:3][C:4](=[O:28])[CH2:5][NH:6][C:7]([C:9]1[C:10](=[O:27])[S:11][C:12]2[C:17]([C:18]=1[OH:19])=[CH:16][C:15]([Cl:20])=[CH:14][C:13]=2[C:21]1[CH:26]=[CH:25][CH:24]=[CH:23][CH:22]=1)=[O:8])C.[OH-].[Na+]>C1COCC1.CO>[Cl:20][C:15]1[CH:16]=[C:17]2[C:12](=[C:13]([C:21]3[CH:22]=[CH:23][CH:24]=[CH:25][CH:26]=3)[CH:14]=1)[S:11][C:10](=[O:27])[C:9]([C:7]([NH:6][CH2:5][C:4]([OH:28])=[O:3])=[O:8])=[C:18]2[OH:19] |f:1.2,3.4|. Procedure: [(6-Chloro-4-hydroxy-2-oxo-8-phenyl-2H-thiochromene-3-carbonyl)-amino]-acetic acid ethyl ester (200 mg, 0.479 mmol) was dissolved in THF-Methanol (1:1; 13 mL total volume.) Sodium hydroxide (1.5 mmol, 1.5 mL; 1M) was added and the solution stirred overnight at ambient temperature. The reaction mixture was concentrated in vacuo and the residue was dissolved in water (10 mL.) The crude product was precipitated with 1N HCl (3 mL) and isolated via filtration and triturated with hexanes to provide th... Starting materials: CC#N, [Cl-], [Cl-], CC(=O)OC1CSC(OC(=N)C(Cl)(Cl)Cl)C(OC(C)=O)C1OC(C)=O, N#Cc1ccc(S)cc1, [Zn+2]. Yields the product CC(=O)OC1CSC(Sc2ccc(C#N)cc2)C(OC(C)=O)C1OC(C)=O. Reaction SMILES: [CH3:35][C:36]#[N:37].[Cl-:38].[Cl-:40].[Cl:1][C:2]([Cl:3])([Cl:4])[C:23](=[NH:24])[O:25][CH:5]1[CH:6]([O:7][C:8]([CH3:9])=[O:10])[CH:11]([O:12][C:13]([CH3:14])=[O:15])[CH:16]([O:17][C:18]([CH3:19])=[O:20])[CH2:21][S:22]1.[SH:26][c:27]1[cH:28][cH:29][c:30]([C:31]#[N:32])[cH:33][cH:34]1.[Zn+2:39]>>[CH:5]1([S:26][c:27]2[cH:28][cH:29][c:30]([C:31]#[N:32])[cH:33][cH:34]2)[CH:6]([O:7][C:8]([CH3:9])=[O:10])[CH:11]([O:12][C:13]([CH3:14])=[O:15])[CH:16]([O:17][C:18]([CH3:19])=[O:20])[CH2:21][S:22]1.